Task: describe an organic reaction: reactants, conditions, products, and yield. Dataset: the Open Reaction Database (ORD), a public repository of structured organic reaction records The reactants are N(=NC(=O)OCC)C(=O)OCC (Diethyl azodicarboxylate), C[C@@H](CO)CC(F)(F)F ((R)-2-methyl-4,4,4-trifluorobutan-1-ol), C1(C=2C(C(N1)=O)=CC=CC2)=O (phthalimide), C1(=CC=CC=C1)P(C1=CC=CC=C1)C1=CC=CC=C1 (triphenylphosphine). Solvent: C(C)OCC (diethyl ether), O1CCCC1 (tetrahydrofuran). Conditions: time 8 hour. Product: C[C@@H](CN1C(C2=CC=CC=C2C1=O)=O)CC(F)(F)F ((R)-2-(2-methyl-4,4,4-trifluorobutyl)-1H-isoindol-1,3(2H)-dione). Yield: 74.7%. As a reaction SMILES: N(C(OCC)=O)=NC(OCC)=O.[CH3:13][C@H:14]([CH2:17][C:18]([F:21])([F:20])[F:19])[CH2:15]O.[C:22]1(=[O:32])[NH:26][C:25](=[O:27])[C:24]2=[CH:28][CH:29]=[CH:30][CH:31]=[C:23]12.C1(P(C2C=CC=CC=2)C2C=CC=CC=2)C=CC=CC=1>C(OCC)C.O1CCCC1>[CH3:13][C@H:14]([CH2:17][C:18]([F:21])([F:20])[F:19])[CH2:15][N:26]1[C:22](=[O:32])[C:23]2[C:24](=[CH:28][CH:29]=[CH:30][CH:31]=2)[C:25]1=[O:27]. Reported procedure: Diethyl azodicarboxylate (15.4 mL) was added to a 0° C., stirred slurry of (R)-2-methyl-4,4,4-trifluorobutan-1-ol (about 12.0 g), phthalimide (13.4 g), and triphenylphosphine (23.7 g) in diethyl ether (about 6.5 g, see above) and dry tetrahydrofuran (110 mL), warmed to room temperature overnight, and stirred an additional 8 h. The mixture was evaporated, methylene chloride was added to the residue, and the slurry was filtered. The filtrate was purified by flash chromatography, eluting with 1:1 m... The reactants are COC(=O)[C@@H]1N(C[C@@H](C1)O)C(=O)OC(C)(C)C ((2R,4R)-4-hydroxy-pyrrolidine-1,2-dicarboxylic acid 1-tert-butyl ester 2-methyl ester), COC(=O)[C@H]1N(C[C@H](C1)N)CC1CCCCC1 ((2S,4S)-4-amino-1-cyclohexylmethyl-pyrrolidine-2-carboxylic acid methyl ester). Yields the product COC(=O)[C@@H]1N(C[C@H](C1)N)CC1CCCCC1 ((2R,4S)-4-Amino-1-cyclohexylmethyl-pyrrolidine-2-carboxylic acid methyl ester). As a reaction SMILES: COC([C@H]1C[C@@H](O)CN1C(OC(C)(C)C)=O)=O.[CH3:18][O:19][C:20]([C@@H:22]1[CH2:26][C@H:25]([NH2:27])[CH2:24][N:23]1[CH2:28][CH:29]1[CH2:34][CH2:33][CH2:32][CH2:31][CH2:30]1)=[O:21]>>[CH3:18][O:19][C:20]([C@H:22]1[CH2:26][C@H:25]([NH2:27])[CH2:24][N:23]1[CH2:28][CH:29]1[CH2:34][CH2:33][CH2:32][CH2:31][CH2:30]1)=[O:21]. Procedure: (2R,4S)-4-Amino-1-cyclohexylmethyl-pyrrolidine-2-carboxylic acid methyl ester was prepared from (2R,4R)-4-hydroxy-pyrrolidine-1,2-dicarboxylic acid 1-tert-butyl ester 2-methyl ester in a similar reaction sequence used in the preparation of (2S,4S)-4-amino-1-cyclohexylmethyl-pyrrolidine-2-carboxylic acid methyl ester. MS calcd. for C13H25N2O2 [(M+H)+] 241, obsd. 241. The reactants are CC(=O)O, CCO, [Na+], COC(=O)C(C)OC1CCCCO1, [OH-]. Yields the product CC(OC1CCCCO1)C(=O)O. As a reaction SMILES: [CH3:16][C:17](=[O:18])[OH:19].[CH3:20][CH2:21][OH:22].[Na+:15].[O:1]1[CH:2]([O:7][CH:8]([C:9](=[O:10])[O:11][CH3:12])[CH3:13])[CH2:3][CH2:4][CH2:5][CH2:6]1.[OH-:14]>>[O:1]1[CH:2]([O:7][CH:8]([C:9](=[O:10])[OH:11])[CH3:13])[CH2:3][CH2:4][CH2:5][CH2:6]1. The reactants are CC[O-], CO, CCOC(=O)C1=Cc2cc(C)cc(CI)c2OC1C(F)(F)F, [Na+]. Yields the product CCOCc1cc(C)cc2c1OC(C(F)(F)F)C(C(=O)OCC)=C2. RXN SMILES: [CH3:24][CH2:25][O-:26].[CH3:27][OH:28].[I:1][CH2:2][c:3]1[cH:4][c:5]([CH3:22])[cH:6][c:7]2[c:12]1[O:11][CH:10]([C:13]([F:14])([F:15])[F:16])[C:9]([C:17](=[O:18])[O:19][CH2:20][CH3:21])=[CH:8]2.[Na+:23]>>[CH2:2]([c:3]1[cH:4][c:5]([CH3:22])[cH:6][c:7]2[c:12]1[O:11][CH:10]([C:13]([F:14])([F:15])[F:16])[C:9]([C:17](=[O:18])[O:19][CH2:20][CH3:21])=[CH:8]2)[O:26][CH2:25][CH3:24]. Reactants: O (water), C(C)(=O)N(CCCN1C(C=2C(C1=O)=CC=CC2)=O)C2=CC=C(C=C2)C=2OC1=C(C(C2)=O)C(=CC=C1F)N (2-[4-[N-Acetyl-N-(3-phthalimidopropyl)amino]phenyl]-5-amino-8-fluoro-4H-1-benzopyran-4-one), Cl (hydrochloric acid), aqueous solution, [OH-].[Na+] (sodium hydroxide). The solvent is O1CCOCC1 (dioxane). Yields the product NC1=CC=C(C2=C1C(C=C(O2)C2=CC=C(C=C2)NCCCN2C(C=1C(C2=O)=CC=CC1)=O)=O)F (5-Amino-8-fluoro-2-[4-[(3-phthalimidopropyl)amino]phenyl]-4H-1-benzopyran-4-one). Isolated yield 79.9%. RXN SMILES: C([N:4]([C:19]1[CH:24]=[CH:23][C:22]([C:25]2[O:26][C:27]3[C:35]([F:36])=[CH:34][CH:33]=[C:32]([NH2:37])[C:28]=3[C:29](=[O:31])[CH:30]=2)=[CH:21][CH:20]=1)[CH2:5][CH2:6][CH2:7][N:8]1[C:12](=[O:13])[C:11]2=[CH:14][CH:15]=[CH:16][CH:17]=[C:10]2[C:9]1=[O:18])(=O)C.Cl.[OH-].[Na+].O>O1CCOCC1>[NH2:37][C:32]1[C:28]2[C:29](=[O:31])[CH:30]=[C:25]([C:22]3[CH:21]=[CH:20][C:19]([NH:4][CH2:5][CH2:6][CH2:7][N:8]4[C:9](=[O:18])[C:10]5=[CH:17][CH:16]=[CH:15][CH:14]=[C:11]5[C:12]4=[O:13])=[CH:24][CH:23]=3)[O:26][C:27]=2[C:35]([F:36])=[CH:34][CH:33]=1 |f:2.3|. Reported procedure: 5.78 g of Compound 18 was dissolved in 90 ml of dioxane, 60 ml of concentrated hydrochloric acid was added and the mixture was heated at reflux for 4 hours. The reaction solution was cooled on ice and adjusted to pH 7 by addition of a 10N aqueous solution of sodium hydroxide thereto, water was further added, and the precipitated crystals were collected by filtration to give 4.23 g (80%) of Compound 19. Reactants: BrC=1C=C(C=CC1F)C=CC(=O)Cl (3-(3-bromo-4-fluoro-phenyl)-acryloyl chloride), Cl.CNOC (N,O-dimethylhydroxylamine hydrochloride), N1=CC=CC=C1 (pyridine). The solvent is ClCCl (dichloromethane). Run at time 12 hour. Product: BrC=1C=C(C=CC1F)C=CC(=O)N(C)OC (3-(3-bromo-4-fluoro-phenyl)-N-methoxy-N-methylacrylamide). Isolated yield 83.5%. Reaction SMILES: [Br:1][C:2]1[CH:3]=[C:4]([CH:9]=[CH:10][C:11](Cl)=[O:12])[CH:5]=[CH:6][C:7]=1[F:8].Cl.[CH3:15][NH:16][O:17][CH3:18].N1C=CC=CC=1>ClCCl>[Br:1][C:2]1[CH:3]=[C:4]([CH:9]=[CH:10][C:11]([N:16]([O:17][CH3:18])[CH3:15])=[O:12])[CH:5]=[CH:6][C:7]=1[F:8] |f:1.2|. Procedure: The unpurified 3-(3-bromo-4-fluoro-phenyl)-acryloyl chloride (3.5 g, 13.3 mmol) prepared in Step 2, N,O-dimethylhydroxylamine hydrochloride (1.4 g, 14.0 mmol), and pyridine (2.4 mL, 29.4 mmol) were added at 0° C. to dichloromethane (20.0 mL). The reaction mixture was stirred at room temperature for 12 hours, quenched with a 1N hydrochloric acid solution, and then extracted with diethyl ether two times. The combined extract was washed with a saturated solution of sodium hydrogen carbonate and bri... RXN SMILES: C([CH:5]1[CH:9]([OH:10])[CH2:8][CH2:7][N:6]1[C:11]([OH:13])=[O:12])(C)(C)C.[H-].[Na+].[Cl:16][C:17]1[CH:24]=[CH:23][C:20]([CH2:21]Br)=[CH:19][CH:18]=1>C1COCC1>[C:20]([O:13][C:11]([N:6]1[CH2:7][CH2:8][CH:9]([O:10][CH2:21][C:20]2[CH:23]=[CH:24][C:17]([Cl:16])=[CH:18][CH:19]=2)[CH2:5]1)=[O:12])([CH3:23])([CH3:21])[CH3:19] |f:1.2|. The yield is 110.6%. Solvent: C1CCOC1 (THF), C1CCOC1 (THF), C1CCOC1 (THF). The product is C(C)(C)(C)OC(=O)N1CC(CC1)OCC1=CC=C(C=C1)Cl (3-(4-Chloro-benzyloxy)-pyrrolidine-1-carboxylic acid tert-butyl ester). Starting materials: [H-].[Na+] (sodium hydride), ClC1=CC=C(CBr)C=C1 (4-chlorobenzyl bromide), C(C)(C)(C)C1N(CCC1O)C(=O)O (tert-butyl 3-hydroxy-1-pyrrolidinecarboxylic acid). Procedure: A solution of tert-butyl 3-hydroxy-1-pyrrolidinecarboxylic acid (0.27 g, 1.44 mmol) in dry THF (4 mL) was added dropwise to a cold (0° C.), stirred suspension of sodium hydride (0.078 g, 2.17 mmol, ca. 50% suspension in oil) in THF (10 mL). After 30 min. a solution of 4-chlorobenzyl bromide (0.36 g, 1.74 mmol) in THF (2 mL) was added and the resulting suspension was stirred at R.T. overnight. The reaction mixture was partitioned between water and ethyl acetate. The aqueous phase was extracted wi...